This data is from the Open Reaction Database (ORD), a public repository of structured organic reaction records. The task is: describe an organic reaction: reactants, conditions, products, and yield Reactants: BrB(Br)Br, ClCCl, COc1cc(C=O)cc(I)c1O. The product is O=Cc1cc(O)c(O)c(I)c1. RXN SMILES: [B:13]([Br:14])([Br:15])[Br:16].[Cl:17][CH2:18][Cl:19].[I:1][c:2]1[c:3]([OH:12])[c:4]([O:10][CH3:11])[cH:5][c:6]([CH:7]=[O:8])[cH:9]1>>[I:1][c:2]1[c:3]([OH:12])[c:4]([OH:10])[cH:5][c:6]([CH:7]=[O:8])[cH:9]1. Reported procedure: To a flask containing Dowtherm™ A (500 mL) at 250° C. was added ethyl 2-[(6-methoxypyridin-3-ylamino)methylene]-3-oxobutanoate (75 g, 0.28 mol) portion wise over 3 to 5 min and the reaction mixture was stirred for an additional 30 to 60 min. The reaction mixture was removed from the heat source, cooled to room temperature and diluted with hexanes to facilitate precipitation. The solids were filtered, washed with hexanes and acetonitrile and dried under vacuum to afford the desired product (60 g,... The yield is 98.2%. Run at time 45 minute. The reactants are C1=CC=C(C=C1)C2=CC=CC=C2.C1=CC=C(C=C1)OC2=CC=CC=C2 (Dowtherm), COC1=CC=C(C=N1)NC=C(C(=O)OCC)C(C)=O (ethyl 2-[(6-methoxypyridin-3-ylamino)methylene]-3-oxobutanoate). The product is OC1=C(C=NC2=CC=C(N=C12)OC)C(C)=O (1-(4-Hydroxy-6-methoxy-1,5-naphthyridin-3-yl)ethanone). Reaction SMILES: C1C=CC(C2C=CC=CC=2)=CC=1.C1C=CC(OC2C=CC=CC=2)=CC=1.[CH3:26][O:27][C:28]1[N:33]=[CH:32][C:31]([NH:34][CH:35]=[C:36]([C:42](=[O:44])[CH3:43])[C:37]([O:39]CC)=O)=[CH:30][CH:29]=1>>[OH:39][C:37]1[C:32]2[C:31](=[CH:30][CH:29]=[C:28]([O:27][CH3:26])[N:33]=2)[N:34]=[CH:35][C:36]=1[C:42](=[O:44])[CH3:43] |f:0.1|. Reactants: [Al+3], [H-], [H-], [H-], [H-], [Li+], Nc1ccc(C(=O)N2CCCC2)cc1, [Na+], C1CCOC1, [OH-], O. Yields the product Nc1ccc(CN2CCCC2)cc1. RXN SMILES: [Al+3:16].[H-:15].[H-:18].[H-:19].[H-:20].[Li+:17].[N:1]1([C:6](=[O:7])[c:8]2[cH:9][cH:10][c:11]([NH2:12])[cH:13][cH:14]2)[CH2:2][CH2:3][CH2:4][CH2:5]1.[Na+:23].[O:24]1[CH2:25][CH2:26][CH2:27][CH2:28]1.[OH-:22].[OH2:21]>>[N:1]1([CH2:6][c:8]2[cH:9][cH:10][c:11]([NH2:12])[cH:13][cH:14]2)[CH2:2][CH2:3][CH2:4][CH2:5]1. The reactants are O1C(CCCC1)C(CO)(C)O (2-tetrahydropyranyl propylene glycol), C(CCCCCCCCCCCCCCCCCCCCC)(=O)OC (methyl behenate). The reagents and catalysts are C[O-].C[N+](CC1=CC=CC=C1)(C)C (trimethyl benzyl ammonium methoxide). Reaction conditions: temperature 70 celsius. Product: C(CCCCCCCCCCCCCCCCCCCCC)(=O)C(C(C)(C1OCCCC1)O)O (1-behenoyl-2-tetrahydropyranyl propylene glycol). The yield is 44.1%. RXN SMILES: [O:1]1[CH2:6][CH2:5][CH2:4][CH2:3][CH:2]1[C:7]([OH:11])([CH3:10])[CH2:8][OH:9].[C:12](OC)(=[O:34])[CH2:13][CH2:14][CH2:15][CH2:16][CH2:17][CH2:18][CH2:19][CH2:20][CH2:21][CH2:22][CH2:23][CH2:24][CH2:25][CH2:26][CH2:27][CH2:28][CH2:29][CH2:30][CH2:31][CH2:32][CH3:33]>C[O-].C[N+](C)(C)CC1C=CC=CC=1>[C:12]([CH:8]([OH:9])[C:7]([OH:11])([CH:2]1[CH2:3][CH2:4][CH2:5][CH2:6][O:1]1)[CH3:10])(=[O:34])[CH2:13][CH2:14][CH2:15][CH2:16][CH2:17][CH2:18][CH2:19][CH2:20][CH2:21][CH2:22][CH2:23][CH2:24][CH2:25][CH2:26][CH2:27][CH2:28][CH2:29][CH2:30][CH2:31][CH2:32][CH3:33] |f:2.3|. Reported procedure: 2-tetrahydropyranyl propylene glycol (16.0 grams, 0.1 mole) is interesterified with 39 grams methyl behenate using 4 ml. of 40% trimethyl benzyl ammonium methoxide as a catalyst. The reactants are stirred in a 250 ml. flask heated at 60-80° C. under a reduced pressure of 200 mm. Hg for 6 hours. The reactants are poured into 600 ml. of hexane and the hexane solution washed with 400 ml. of 1% potassium bicarbonate solution. The washed hexane layer is diluted with 200 ml. ethanol and 75 grams urea ... Reactants: Cl (hydrochloric acid), CC1=CC(=C(C=2OC(C3=C(C21)C=CC=C3)(C)C)C(C)=O)O (1-methyl-3-hydroxy-4-acetyl-6,6-dimethyl-6H-dibenzo-[b,d]-pyran), C(C(=O)OCC)(=O)OCC (diethyl oxalate), [Na] (sodium). Solvent: C(C)O (ethanol), C(C)O (ethanol). Conditions: temperature 10 celsius. The product is C(=O)(O)C=1OC2=C(C(C1)=O)C1=C(C(=C2)C)C2=C(C(O1)(C)C)C=CC=C2 (2-Carboxy-4-oxo-6,6,11-trimethyl-4H,6H-[2]-benzopyrano-[3,4-f]-[1]-benzopyran). Reaction SMILES: [CH3:1][C:2]1[C:11]2[C:10]3[CH:12]=[CH:13][CH:14]=[CH:15][C:9]=3[C:8]([CH3:17])([CH3:16])[O:7][C:6]=2[C:5]([C:18](=[O:20])[CH3:19])=[C:4]([OH:21])[CH:3]=1.[C:22](OCC)(=O)[C:23]([O:25]CC)=[O:24].[Na].Cl>C(O)C>[C:23]([C:22]1[O:21][C:4]2[CH:3]=[C:2]([CH3:1])[C:11]3[C:10]4[CH:12]=[CH:13][CH:14]=[CH:15][C:9]=4[C:8]([CH3:17])([CH3:16])[O:7][C:6]=3[C:5]=2[C:18](=[O:20])[CH:19]=1)([OH:25])=[O:24] |^1:31|. Reported procedure: A solution of 1.2 gm (4.3 millimols) of 1-methyl-3-hydroxy-4-acetyl-6,6-dimethyl-6H-dibenzo-[b,d]-pyran and 1.2 gm (8.3 millimols) of diethyl oxalate in 10 ml of ethanol was poured at 40° C into a solution of 1.03 gm (45 millimols) of sodium in 20 ml of ethanol. The mixture was refluxed for 1 hour, cooled to 10° C and acidified with 2 N hydrochloric acid. The raw reaction product was extracted twice with 15 ml of ether each, the combined extracts were dried, and the solvent was evaporated. The o... Starting materials: COC(\C=C\C1=CC=C(C=C1)C1NCCC1)=O ((E)-3-(4-pyrrolidin-2-yl-phenyl)-acrylic acid methyl ester), C1(=CC=C(C=C1)S(=O)(=O)OCCC#C)C (3-butynyl p-toluenesulfonate), C([O-])([O-])=O.[K+].[K+] (potassium carbonate). The solvent is C(C)#N (acetonitrile). Conditions: temperature 65 celsius. Product: COC(\C=C\C1=CC=C(C=C1)C1N(CCC1)CCC#C)=O ((E)-3-[4-(1-but-3-ynyl-pyrrolidin-2-yl)-phenyl]-acrylic acid methyl ester). Yield: 63.0%. Reaction SMILES: [CH3:1][O:2][C:3](=[O:17])/[CH:4]=[CH:5]/[C:6]1[CH:11]=[CH:10][C:9]([CH:12]2[CH2:16][CH2:15][CH2:14][NH:13]2)=[CH:8][CH:7]=1.[C:18]1(C)[CH:23]=CC(S(OCCC#C)(=O)=O)=[CH:20][CH:19]=1.C(=O)([O-])[O-].[K+].[K+]>C(#N)C>[CH3:1][O:2][C:3](=[O:17])/[CH:4]=[CH:5]/[C:6]1[CH:11]=[CH:10][C:9]([CH:12]2[CH2:16][CH2:15][CH2:14][N:13]2[CH2:20][CH2:19][C:18]#[CH:23])=[CH:8][CH:7]=1 |f:2.3.4|. Procedure: A mixture of (E)-3-(4-pyrrolidin-2-yl-phenyl)-acrylic acid methyl ester (5.52 g, 20.6 mmol), 3-butynyl p-toluenesulfonate (4.55 mL, 24.7 mmol) and potassium carbonate (5.98 g, 43.3 mmol) in acetonitrile (15 mL) was heated at 65° C. for 9 h. After cooled to room temperature, the reaction mixture was filtered, concentrated, and purified via silica gel column chromatography, and the residue was recrystallized from heptane to provide (E)-3-[4-(1-but-3-ynyl-pyrrolidin-2-yl)-phenyl]-acrylic acid methy... Run in C(C)(=O)OCC (ethyl acetate). Product: FC1=C(C(CCNC2=C(NC3=CC(=CC(=C23)Cl)Cl)C(=O)O)=O)C=CC=C1 (3-[(o-fluorophenacyl)methylamino]-2-carboxy-4,6-dichloroindole). Conditions: time 24 hour. The yield is 82.6%. The reactants are FC1=C(C(CCNC2=C(NC3=CC(=CC(=C23)Cl)Cl)C(=O)OCC)=O)C=CC=C1 (3-[(o-fluorophenacyl)methylamino]-2-carbethoxy-4,6-dichloroindole), [OH-].[Li+] (lithium hydroxide), O1CCCC1 (tetrahydrofuran), O (water). As a reaction SMILES: [F:1][C:2]1[CH:28]=[CH:27][CH:26]=[CH:25][C:3]=1[C:4](=[O:24])[CH2:5][CH2:6][NH:7][C:8]1[C:16]2[C:11](=[CH:12][C:13]([Cl:18])=[CH:14][C:15]=2[Cl:17])[NH:10][C:9]=1[C:19]([O:21]CC)=[O:20].[OH-].[Li+].O1CCCC1.O>C(OCC)(=O)C>[F:1][C:2]1[CH:28]=[CH:27][CH:26]=[CH:25][C:3]=1[C:4](=[O:24])[CH2:5][CH2:6][NH:7][C:8]1[C:16]2[C:11](=[CH:12][C:13]([Cl:18])=[CH:14][C:15]=2[Cl:17])[NH:10][C:9]=1[C:19]([OH:21])=[O:20] |f:1.2|. Procedure details: Mix 3-[(o-fluorophenacyl)methylamino]-2-carbethoxy-4,6-dichloroindole (600 mg, 1.47 mmol), lithium hydroxide (184 mg, 4.4 mmol), tetrahydrofuran (10 mL) and water (10 mL). Stir for 24 hours at room temperature. Dilute with ethyl acetate (40 mL). Acidify while stirring and separate the layers. Dry the organic phase over magnesium sulfate, filter and concentrate in vacuo. Recrystallize the residue (ethyl acetate/hexane) to yield the title compound as a white powder (480 mg, 86%).